This data is from the Open Reaction Database (ORD), a public repository of structured organic reaction records. The task is: describe an organic reaction: reactants, conditions, products, and yield The reactants are CI, CC(C)=O, [K+], [K+], [K+], O=C([O-])[O-], [OH-], O, OCc1ccc(-c2ccccc2)c(-c2ccccc2)n1. Product: COCc1ccc(-c2ccccc2)c(-c2ccccc2)n1. Reaction SMILES: [CH3:21][I:22].[CH3:31][C:32](=[O:33])[CH3:34].[K+:23].[K+:24].[K+:30].[O-:25][C:26]([O-:27])=[O:28].[OH-:29].[OH2:35].[c:1]1(-[c:7]2[cH:8][cH:9][c:10]([CH2:19][OH:20])[n:11][c:12]2-[c:13]2[cH:14][cH:15][cH:16][cH:17][cH:18]2)[cH:2][cH:3][cH:4][cH:5][cH:6]1>>[c:1]1(-[c:7]2[cH:8][cH:9][c:10]([CH2:19][O:20][CH3:26])[n:11][c:12]2-[c:13]2[cH:14][cH:15][cH:16][cH:17][cH:18]2)[cH:2][cH:3][cH:4][cH:5][cH:6]1. Reactants: ClC=1C=C(C(=O)O)C=CC1C(NC1=CC(=C(C=C1)Cl)C1=NC=CC=C1)=O (3-chloro-4-(4-chloro-3-(pyridin-2-yl)phenylcarbamoyl)benzoic acid), N1CCOCC1 (morpholine). Product: ClC1=C(C(=O)NC2=CC(=C(C=C2)Cl)C2=NC=CC=C2)C=CC(=C1)C(=O)N1CCOCC1 (2-chloro-N-(4-chloro-3-(pyridin-2-yl)phenyl)-4-(morpholine-4-carbonyl)benzamide). As a reaction SMILES: [Cl:1][C:2]1[CH:3]=[C:4]([CH:8]=[CH:9][C:10]=1[C:11](=[O:26])[NH:12][C:13]1[CH:18]=[CH:17][C:16]([Cl:19])=[C:15]([C:20]2[CH:25]=[CH:24][CH:23]=[CH:22][N:21]=2)[CH:14]=1)[C:5]([OH:7])=O.[NH:27]1[CH2:32][CH2:31][O:30][CH2:29][CH2:28]1>>[Cl:1][C:2]1[CH:3]=[C:4]([C:5]([N:27]2[CH2:32][CH2:31][O:30][CH2:29][CH2:28]2)=[O:7])[CH:8]=[CH:9][C:10]=1[C:11]([NH:12][C:13]1[CH:18]=[CH:17][C:16]([Cl:19])=[C:15]([C:20]2[CH:25]=[CH:24][CH:23]=[CH:22][N:21]=2)[CH:14]=1)=[O:26]. Reported procedure: 50 mg of 3-chloro-4-(4-chloro-3-(pyridin-2-yl)phenylcarbamoyl)benzoic acid was coupled to morpholine via Procedure G. The product was purified on reverse phase HPLC to yield 2-chloro-N-(4-chloro-3-(pyridin-2-yl)phenyl)-4-(morpholine-4-carbonyl)benzamide. MS (Q1) 456 (M)+. The reactants are O.[OH-].[Li+] (lithium hydroxide monohydrate), O=C1C(O)=C([O-])[C@H](O1)[C@@H](O)CO.[Na+] (sodium ascorbate), COC(C=1C(C(=O)OC)=CC(=C(C1)NC1=C(C=C(C=C1)OC)OC)NC1=C(C=C(C=C1)OC)OC)=O (4,5-bis(2,4-dimethoxy-anilino)phthalic acid dimethylester). Run in O (water), CO (methanol). Yields the product COC1=C(NC=2C=C(C(C(=O)O)=CC2NC2=C(C=C(C=C2)OC)OC)C(=O)O)C=CC(=C1)OC (4,5-bis(2,4-dimethoxy-anilino)phthalic acid). Reaction SMILES: C[O:2][C:3](=[O:36])[C:4]1[C:5](=[CH:10][C:11]([NH:25][C:26]2[CH:31]=[CH:30][C:29]([O:32][CH3:33])=[CH:28][C:27]=2[O:34][CH3:35])=[C:12]([NH:14][C:15]2[CH:20]=[CH:19][C:18]([O:21][CH3:22])=[CH:17][C:16]=2[O:23][CH3:24])[CH:13]=1)[C:6]([O:8]C)=[O:7].O.[OH-].[Li+].O=C1O[C@H]([C@H](CO)O)C([O-])=C1O.[Na+]>CO.O>[CH3:35][O:34][C:27]1[CH:28]=[C:29]([O:32][CH3:33])[CH:30]=[CH:31][C:26]=1[NH:25][C:11]1[CH:10]=[C:5]([C:6]([OH:8])=[O:7])[C:4](=[CH:13][C:12]=1[NH:14][C:15]1[CH:20]=[CH:19][C:18]([O:21][CH3:22])=[CH:17][C:16]=1[O:23][CH3:24])[C:3]([OH:36])=[O:2] |f:1.2.3,4.5|. Reported procedure: A steady stream of argon is passed through a suspension of 260 mg (0.6 mmol) of 4,5-bis(2,4-dimethoxy-anilino)phthalic acid dimethylester in 2 ml of methanol, and a solution of 101 mg (2.4 mmol, 4 eq) of lithium hydroxide monohydrate and 10 mg sodium ascorbate in 1 ml of water is added. The reaction mixture is heated to reflux for 10 hours, cooled to RT, and the methanol is removed by evaporation. The resulting mixture is poured onto 20 ml of 4N hydrochloric acid, the red suspension is filtered ... Starting materials: C1(=CC=CC2=CC=CC=C12)[O-].[Na+] (sodium 1-naphtholate), 5-(4-fluorophenyl-3-pyridylmethyl)-amine, OCCN (2-hydroxyethylamine), ClCC=1C=NC=C(C1)C1=CC=C(C=C1)F (3-chloromethyl-5-(4-fluorophenyl)-pyridine), 2-chloroethyl, P(Cl)(Cl)Cl (PCl3). Run in C(C)#N (acetonitrile). Conditions: time 5 hour. The product is C1(=CC=CC2=CC=CC=C12)OCCNCC=1C=NC=C(C1)C1=CC=C(C=C1)F (N-[2(1-naphthyloxy)-ethyl]-N-[5-(4-fluorophenyl)-3-pyridylmethyl]-amine). RXN SMILES: [C:1]1([O-:11])[C:10]2[C:5](=[CH:6][CH:7]=[CH:8][CH:9]=2)[CH:4]=[CH:3][CH:2]=1.[Na+].O[CH2:14][CH2:15][NH2:16].Cl[CH2:18][C:19]1[CH:20]=[N:21][CH:22]=[C:23]([C:25]2[CH:30]=[CH:29][C:28]([F:31])=[CH:27][CH:26]=2)[CH:24]=1.P(Cl)(Cl)Cl>C(#N)C>[C:1]1([O:11][CH2:14][CH2:15][NH:16][CH2:18][C:19]2[CH:20]=[N:21][CH:22]=[C:23]([C:25]3[CH:30]=[CH:29][C:28]([F:31])=[CH:27][CH:26]=3)[CH:24]=2)[C:10]2[C:5](=[CH:6][CH:7]=[CH:8][CH:9]=2)[CH:4]=[CH:3][CH:2]=1 |f:0.1|. Procedure details: Analogously to Example 7 a solution of 2.3 g sodium 1-naphtholate and 2.9 g N-2-chloroethyl-N-[5-(4-fluorophenyl-3-pyridylmethyl)-amine [obtainable by reaction of 2-hydroxyethylamine with 3-chloromethyl-5-(4-fluorophenyl)-pyridine and subsequent transformation of the product to the 2-chloroethyl-compound by reaction with PCl3 ] in 200 ml of acetonitrile is stirred for 5 hours at room temperature and worked up in a conventional manner to give N-[2(1-naphthyloxy)-ethyl]-N-[5-(4-fluorophenyl)-3-pyr... Reactants: C1(=CC=CC=C1)N=C=S (phenyl isothiocyanate), OC1C2=C(CNC1)SC=C2 (4-hydroxy-4,5,6,7-tetrahydro-thieno[2,3-c]-pyridine). Run in C1=CC=CC=C1 (benzene), C1=CC=CC=C1 (benzene), C(C)O (ethanol). Conditions: time 2.5 hour. Yields the product OC1C2=C(CN(C1)C(NC1=CC=CC=C1)=S)SC=C2 (4-Hydroxy-6-N-phenylthiocarbamoyl-4,5,6,7-tetrahydro-thieno[2,3-c]-pyridine). The yield is 79.0%. Reaction SMILES: [OH:1][CH:2]1[CH2:7][NH:6][CH2:5][C:4]2[S:8][CH:9]=[CH:10][C:3]1=2.[C:11]1([N:17]=[C:18]=[S:19])[CH:16]=[CH:15][CH:14]=[CH:13][CH:12]=1>C1C=CC=CC=1.C(O)C>[OH:1][CH:2]1[CH2:7][N:6]([C:18](=[S:19])[NH:17][C:11]2[CH:16]=[CH:15][CH:14]=[CH:13][CH:12]=2)[CH2:5][C:4]2[S:8][CH:9]=[CH:10][C:3]1=2. Reported procedure: To a solution of 4-hydroxy-4,5,6,7-tetrahydro-thieno[2,3-c]-pyridine (5.8 g; 37.4 mmoles) in benzene (60 cc) and 95% ethanol (30 cc) is added dropwise a mixture of phenyl isothiocyanate (5.05 g; 37.4 mmoles) in benzene (20 cc). After stirring during 2.5 hours at room temperature, the resulting precipitate is filtered off, washed with ether and dried in vacuo (M.p. = 168° C; yield: 79%). The reactants are OC1=CC=C(C=C1)C1=CC=C(C=C1)C(C)O (4-hydroxy-4'-(1-hydroxyethyl)biphenyl), C(C)(=O)OC(C)=O (acetic anhydride), S(O)(O)(=O)=O (sulfuric acid). Run at temperature 100 celsius. Product: C(C)(=O)OC1=CC=C(C=C1)C1=CC=C(C=C1)C(C)O (4-acetoxy-4'-(1-hydroxyethyl)biphenyl). As a reaction SMILES: [OH:1][C:2]1[CH:7]=[CH:6][C:5]([C:8]2[CH:13]=[CH:12][C:11]([CH:14]([OH:16])[CH3:15])=[CH:10][CH:9]=2)=[CH:4][CH:3]=1.S(=O)(=O)(O)O.[C:22](OC(=O)C)(=[O:24])[CH3:23]>>[C:22]([O:1][C:2]1[CH:3]=[CH:4][C:5]([C:8]2[CH:13]=[CH:12][C:11]([CH:14]([OH:16])[CH3:15])=[CH:10][CH:9]=2)=[CH:6][CH:7]=1)(=[O:24])[CH3:23]. Procedure: 10 g of 4-hydroxy-4'-(1-hydroxyethyl)biphenyl (4) obtained in Example 3 was dissolved in 20 ml of acetic anhydride. A small amount of concentrated sulfuric acid was added to the solution. The mixture was heated to 100° C. to obtain 4-acetoxy-4'-(1-hydroxyethyl)biphenyl (2) quantitatively: ##STR56## The product was recrystallized from an acetone/hexane solvent mixture.